This data is from the Open Reaction Database (ORD), a public repository of structured organic reaction records. The task is: describe an organic reaction: reactants, conditions, products, and yield Starting materials: O=C1CCC(=O)N1Br, ClC(Cl)(Cl)Cl, CC(C)(C#N)N=NC(C)(C)C#N, CC(C)(O)C(=O)c1ccc(Cc2ccc(C(=O)C(C)(C)O)cc2)cc1. Yields the product CC(C)(O)C(=O)c1ccc(C(Br)c2ccc(C(=O)C(C)(C)O)cc2)cc1. Reaction SMILES: [Br:1][N:2]1[C:3](=[O:4])[CH2:5][CH2:6][C:7]1=[O:8].[C:46]([Cl:47])([Cl:48])([Cl:49])[Cl:50].[N:9]#[C:10][C:11]([N:12]=[N:13][C:14]([C:15]#[N:16])([CH3:17])[CH3:18])([CH3:19])[CH3:20].[OH:21][C:22]([C:23](=[O:24])[c:25]1[cH:26][cH:27][c:28]([CH2:31][c:32]2[cH:33][cH:34][c:35]([C:38]([C:39]([CH3:40])([CH3:41])[OH:42])=[O:43])[cH:36][cH:37]2)[cH:29][cH:30]1)([CH3:44])[CH3:45]>>[Br:1][CH:31]([c:28]1[cH:27][cH:26][c:25]([C:23]([C:22]([OH:21])([CH3:44])[CH3:45])=[O:24])[cH:30][cH:29]1)[c:32]1[cH:33][cH:34][c:35]([C:38]([C:39]([CH3:40])([CH3:41])[OH:42])=[O:43])[cH:36][cH:37]1.